This data is from the Open Reaction Database (ORD), a public repository of structured organic reaction records. The task is: describe an organic reaction: reactants, conditions, products, and yield Reactants: CS(=O)(=O)C1=CC=C(C=C1)B(O)O ([4-(methylsulfonyl)phenyl]boronic acid), BrC=1C=CC(=NC1)OCC1CCN(CC1)C(=O)OC(C)(C)C (1,1-dimethylethyl 4-{[(5-bromo-2-pyridinyl)oxy]methyl}-1-piperidinecarboxylate), C(=O)([O-])[O-].[Na+].[Na+] (Na2CO3). The reagents and catalysts are C=1C=CC(=CC1)[P](C=2C=CC=CC2)(C=3C=CC=CC3)[Pd]([P](C=4C=CC=CC4)(C=5C=CC=CC5)C=6C=CC=CC6)([P](C=7C=CC=CC7)(C=8C=CC=CC8)C=9C=CC=CC9)[P](C=1C=CC=CC1)(C=1C=CC=CC1)C=1C=CC=CC1 (Pd(PPh3)4). The solvent is COCCOC (DME). Product: CS(=O)(=O)C1=CC=C(C=C1)C=1C=CC(=NC1)OCC1CCN(CC1)C(=O)OC(C)(C)C (1,1-Dimethylethyl 4-[({5-[4-(methylsulfonyl)phenyl]-2-pyridinyl}oxy)methyl]-1-piperidinecarboxylate). The yield is 92.9%. RXN SMILES: [CH3:1][S:2]([C:5]1[CH:10]=[CH:9][C:8](B(O)O)=[CH:7][CH:6]=1)(=[O:4])=[O:3].Br[C:15]1[CH:16]=[CH:17][C:18]([O:21][CH2:22][CH:23]2[CH2:28][CH2:27][N:26]([C:29]([O:31][C:32]([CH3:35])([CH3:34])[CH3:33])=[O:30])[CH2:25][CH2:24]2)=[N:19][CH:20]=1.C([O-])([O-])=O.[Na+].[Na+]>COCCOC.C1C=CC([P]([Pd]([P](C2C=CC=CC=2)(C2C=CC=CC=2)C2C=CC=CC=2)([P](C2C=CC=CC=2)(C2C=CC=CC=2)C2C=CC=CC=2)[P](C2C=CC=CC=2)(C2C=CC=CC=2)C2C=CC=CC=2)(C2C=CC=CC=2)C2C=CC=CC=2)=CC=1>[CH3:1][S:2]([C:5]1[CH:10]=[CH:9][C:8]([C:15]2[CH:16]=[CH:17][C:18]([O:21][CH2:22][CH:23]3[CH2:24][CH2:25][N:26]([C:29]([O:31][C:32]([CH3:35])([CH3:34])[CH3:33])=[O:30])[CH2:27][CH2:28]3)=[N:19][CH:20]=2)=[CH:7][CH:6]=1)(=[O:4])=[O:3] |f:2.3.4,^1:51,53,72,91|. Procedure details: The title compound (0.39 g, 93%) was prepared as a white solid from [4-(methylsulfonyl)phenyl]boronic acid (0.23 g, 1.13 mmol), 1,1-dimethylethyl 4-{[(5-bromo-2-pyridinyl)oxy]methyl}-1-piperidinecarboxylate (0.35 g, 0.94 mmol), 2M Na2CO3 (5 mL) and Pd(PPh3)4 (10 mg, 0.01 mmol) in DME (5 mL) in a manner similar to Example 1, Step 1. 1H NMR (400 MHz, CD3OD): δ 8.46 (d, 1H, J=2.7 Hz), 8.05-8.00 (m, 3H), 7.86 (d, 2H, J=8.5 Hz), 6.92 (d, 1H, J=8.6 Hz), 4.21 (d, 2H, J=6.3 Hz), 4.15-4.05 (m, 2H), 3.14 ... Starting materials: CC#N, [O-][Cl+3]([O-])([O-])O, Cn1c(=O)c(C(=O)OC(C)(C)C)c(O)c2cc(I)ccc21. Product: Cn1c(=O)c(C(=O)O)c(O)c2cc(I)ccc21. RXN SMILES: [CH3:27][C:28]#[N:29].[Cl+3:22]([OH:23])([O-:24])([O-:25])[O-:26].[OH:1][c:2]1[c:3]([C:15](=[O:16])[O:17][C:18]([CH3:19])([CH3:20])[CH3:21])[c:4](=[O:14])[n:5]([CH3:13])[c:6]2[cH:7][cH:8][c:9]([I:12])[cH:10][c:11]12>>[OH:1][c:2]1[c:3]([C:15](=[O:16])[OH:17])[c:4](=[O:14])[n:5]([CH3:13])[c:6]2[cH:7][cH:8][c:9]([I:12])[cH:10][c:11]12. Starting materials: Cl (HCl), CN1CCCC2=CC=CC=C12 (1-methyl-1,2,3,4-tetrahydroquinoline), aqueous solution, [OH-].[Na+] (sodium hydroxide), C(C(=O)C)(=O)O (pyruvic acid). Solvent: O (water). The product is CN1CCCC2=CC(=CC=C12)C(C(=O)O)(C)C=1C=C2CCCN(C2=CC1)C (2,2-bis(1-methyl-1,2,3,4-tetrahydroquinoline-6-yl)propionic acid). The yield is 76.9%. As a reaction SMILES: Cl.[CH3:2][N:3]1[C:12]2[C:7](=[CH:8][CH:9]=[CH:10][CH:11]=2)[CH2:6][CH2:5][CH2:4]1.[C:13]([OH:18])(=[O:17])[C:14]([CH3:16])=O.[OH-].[Na+]>O>[CH3:2][N:3]1[C:12]2[C:7](=[CH:8][C:9]([C:14]([C:9]3[CH:8]=[C:7]4[C:12](=[CH:11][CH:10]=3)[N:3]([CH3:2])[CH2:4][CH2:5][CH2:6]4)([CH3:16])[C:13]([OH:18])=[O:17])=[CH:10][CH:11]=2)[CH2:6][CH2:5][CH2:4]1 |f:3.4|. Reported procedure: Into 6.0 ml of 6N--HCl solution was dissolved 4.2 g of 1-methyl-1,2,3,4-tetrahydroquinoline. To the solution was added 3 g of pyruvic acid and the mixture was heated with reflux for 20 hours. The reaction mixture was, after cooled, diluted with 100 ml of water and adjusted to pH 6 with addition of 20% aqueous solution of sodium hydroxide. The precipitated crystal was collected by filtration which was 4.0 g (yield 77%) of 2,2-bis(1-methyl-1,2,3,4-tetrahydroquinoline-6-yl)propionic acid as light b... Starting materials: CC1CN(C(=O)OC(C)(C)C)CCN1, Fc1ccc(-c2cc(Cl)nc(Cl)n2)cc1, [K+], [K+], O=C([O-])[O-], O. Product: CC1CN(C(=O)OC(C)(C)C)CCN1c1cc(-c2ccc(F)cc2)nc(Cl)n1. As a reaction SMILES: [C:16]([CH3:17])([CH3:18])([CH3:19])[O:20][C:21](=[O:22])[N:23]1[CH2:24][CH:25]([CH3:29])[NH:26][CH2:27][CH2:28]1.[Cl:1][c:2]1[n:3][c:4](-[c:9]2[cH:10][cH:11][c:12]([F:15])[cH:13][cH:14]2)[cH:5][c:6]([Cl:8])[n:7]1.[K+:30].[K+:31].[O-:32][C:33]([O-:34])=[O:35].[OH2:36]>>[Cl:1][c:2]1[n:3][c:4](-[c:9]2[cH:10][cH:11][c:12]([F:15])[cH:13][cH:14]2)[cH:5][c:6]([N:26]2[CH:25]([CH3:29])[CH2:24][N:23]([C:21]([O:20][C:16]([CH3:17])([CH3:18])[CH3:19])=[O:22])[CH2:28][CH2:27]2)[n:7]1. The reactants are IC=1C(NC(N([C@H]2C[C@H](O)[C@@H](CO)O2)C1)=O)=O (5-iodo-2′-deoxyuridine), N1C=NC=C1 (imidazole), ice, CC(C)(C)[Si](C)(C)Cl (TBDMSCl). Solvent: CN(C=O)C (N,N-dimethylformamide). Conditions: time 8 hour. The product is [Si](C)(C)(C(C)(C)C)OC[C@@H]1[C@H](C[C@@H](O1)N1C(=O)NC(=O)C(=C1)I)O (5′-O-(t-Butyldimethylsilyl)-5-iodo-2′-deoxyuridine). Isolated yield 90.0%. RXN SMILES: [I:1][C:2]1[C:3](=[O:17])[NH:4][C:5](=[O:16])[N:6]([CH:15]=1)[C@@H:7]1[O:14][C@H:11]([CH2:12][OH:13])[C@@H:9]([OH:10])[CH2:8]1.N1C=CN=C1.[CH3:23][C:24]([Si:27](Cl)([CH3:29])[CH3:28])([CH3:26])[CH3:25]>CN(C)C=O>[Si:27]([O:13][CH2:12][C@H:11]1[O:14][C@@H:7]([N:6]2[CH:15]=[C:2]([I:1])[C:3](=[O:17])[NH:4][C:5]2=[O:16])[CH2:8][C@@H:9]1[OH:10])([C:24]([CH3:26])([CH3:25])[CH3:23])([CH3:29])[CH3:28]. Procedure details: To a solution of 5-iodo-2′-deoxyuridine (5.0 g, 14 mmol) in 70 ml in dry N,N-dimethylformamide (DMF) was added imidazole (1.09 g, 16 mmol), followed by (2.41 g, 16 mmol) TBDMSCl at 0° C. The mixture was left in the ice bath and stirred overnight. The reaction was quenched with sat. aq. NaCl solution and extracted with EtOAc. After drying (MgSO4), the solvent was removed and the crude mixture was purified by chromatography on silica (EtOAc:petroleum ether 3:7). The product (33) (5.9 g, 90%) was o... Starting materials: COC(C1=C(C(=CC(=C1)C=CC(=O)OC(C)(C)C)C)N(C)S(=O)(=O)C1=CC=C(C=C1)OC)=O (5-(2-tert-Butoxycarbonyl-vinyl)-2-[(4-methoxy-benzenesulfonyl)-methyl-amino]-3-methyl-benzoic acid methyl ester). The reagents and catalysts are [Pd] (palladium on carbon). Run in C(C)O (ethanol). Conditions: time 2 hour. Yields the product COC(C1=C(C(=CC(=C1)CCC(=O)OC(C)(C)C)C)N(C)S(=O)(=O)C1=CC=C(C=C1)OC)=O (5-(2-tert-Butoxycarbonyl-ethyl)-2-[(4-methoxy-benzenesulfonyl)-methyl-amino]-3-methyl-benzoic acid methyl ester). The yield is 95.8%. RXN SMILES: [CH3:1][O:2][C:3](=[O:33])[C:4]1[CH:9]=[C:8]([CH:10]=[CH:11][C:12]([O:14][C:15]([CH3:18])([CH3:17])[CH3:16])=[O:13])[CH:7]=[C:6]([CH3:19])[C:5]=1[N:20]([S:22]([C:25]1[CH:30]=[CH:29][C:28]([O:31][CH3:32])=[CH:27][CH:26]=1)(=[O:24])=[O:23])[CH3:21]>[Pd].C(O)C>[CH3:1][O:2][C:3](=[O:33])[C:4]1[CH:9]=[C:8]([CH2:10][CH2:11][C:12]([O:14][C:15]([CH3:17])([CH3:16])[CH3:18])=[O:13])[CH:7]=[C:6]([CH3:19])[C:5]=1[N:20]([S:22]([C:25]1[CH:30]=[CH:29][C:28]([O:31][CH3:32])=[CH:27][CH:26]=1)(=[O:24])=[O:23])[CH3:21]. Procedure: A mixture of 340 mg (0.71 mmol) of the product of Example 203 and 35 mg of 10% palladium on carbon in 15 ml of ethanol was hydrogenated on a Parr shaker for 2 hr. The resulting mixture was filtered through Celite and Magnesol to provide 325 mg (95%) of the desired product as a colorless gum. Electrospray Mass Spec 478(M+H). The reactants are COC(=O)[C@H]1N(C[C@@H](C1)S(=O)(=O)C1=C(C=CC=C1)C(F)(F)F)C=1N(N=C(C1)C)C1=CC(=NC=C1)C ((2S,4R)-1-[5-methyl-2-(2-methyl-pyridin-4-yl)-2H-pyrazol-3-yl]-4-(2-trifluoromethyl-benzenesulfonyl)-pyrrolidine-2-carboxylic acid methyl ester), [OH-].[Li+] (lithium hydroxide). Product: CC=1C=C(N(N1)C1=CC(=NC=C1)C)N1[C@@H](C[C@H](C1)S(=O)(=O)C1=C(C=CC=C1)C(F)(F)F)C(=O)O ((2S,4R)-1-[5-Methyl-2-(2-methyl-pyridin-4-yl)-2H-pyrazol-3-yl]-4-(2-trifluoromethyl-benzenesulfonyl)-pyrrolidine-2-carboxylic acid). RXN SMILES: C[O:2][C:3]([C@@H:5]1[CH2:9][C@@H:8]([S:10]([C:13]2[CH:18]=[CH:17][CH:16]=[CH:15][C:14]=2[C:19]([F:22])([F:21])[F:20])(=[O:12])=[O:11])[CH2:7][N:6]1[C:23]1[N:24]([C:29]2[CH:34]=[CH:33][N:32]=[C:31]([CH3:35])[CH:30]=2)[N:25]=[C:26]([CH3:28])[CH:27]=1)=[O:4].[OH-].[Li+]>>[CH3:28][C:26]1[CH:27]=[C:23]([N:6]2[CH2:7][C@H:8]([S:10]([C:13]3[CH:18]=[CH:17][CH:16]=[CH:15][C:14]=3[C:19]([F:20])([F:21])[F:22])(=[O:12])=[O:11])[CH2:9][C@H:5]2[C:3]([OH:4])=[O:2])[N:24]([C:29]2[CH:34]=[CH:33][N:32]=[C:31]([CH3:35])[CH:30]=2)[N:25]=1 |f:1.2|. Procedure details: In analogy to the procedure described in example 253e, (2S,4R)-1-[5-methyl-2-(2-methyl-pyridin-4-yl)-2H-pyrazol-3-yl]-4-(2-trifluoromethyl-benzenesulfonyl)-pyrrolidine-2-carboxylic acid methyl ester was saponified in the presence of lithium hydroxide to give the title compound as yellow solid. MS (ESI): m/z=495.2 [M+H]+. The reactants are ClC=1C=CC=2N(N1)N=NN2 (6-Chlorotetrazolo[4,5-b]pyridazine), [SH-].[K+] (potassium hydrosulfide). Run in C(C)O (ethanol). The product is SC=1C=CC=2N(N1)N=NN2 (6-Mercaptotetrazolo[4,5-b]pyridazine). As a reaction SMILES: Cl[C:2]1[CH:3]=[CH:4][C:5]2[N:6]([N:8]=[N:9][N:10]=2)[N:7]=1.[SH-:11].[K+]>C(O)C>[SH:11][C:2]1[CH:3]=[CH:4][C:5]2[N:6]([N:8]=[N:9][N:10]=2)[N:7]=1 |f:1.2|. Reported procedure: A mixture of 21.3 g. (0.137 mole) of 12 and 20 g. (0.25 mole) of potassium hydrosulfide in 200 ml. of ethanol was refluxed for 2 hours and evaporated to dryness. The residue was dissolved in 100 ml. of water and filtered to remove a small amount of insoluble material. The filtrate was acidified to pH 1 with dil. hydrochloric acid to precipitate (13) as colorless needles which were collected by filtration, washed with 20 ml. of water and dried. Yield 9.80 g. (47%). M.p. 140°-141° C. (dec.). The reactants are C(C=1C(S)=CC=CC1)(=O)O (thiosalicylic acid), C([O-])([O-])=O.[Na+].[Na+] (sodium carbonate), Cl (hydrochloric acid), BrC1C(=O)OCC1 (α-bromo-γ-butyrolactone). Run in O (water). Reaction conditions: time 3 hour. The product is C(=O)(O)C1=C(C=CC=C1)SC1C(=O)OCC1 (α-[(2-carboxyphenyl)thio]-γ-butyrolactone). Yield: 84.1%. Reaction SMILES: [C:1]([OH:10])(=[O:9])[C:2]1[C:3](=[CH:5][CH:6]=[CH:7][CH:8]=1)[SH:4].C(=O)([O-])[O-].[Na+].[Na+].Br[CH:18]1[CH2:23][CH2:22][O:21][C:19]1=[O:20].Cl>O>[C:1]([C:2]1[CH:8]=[CH:7][CH:6]=[CH:5][C:3]=1[S:4][CH:18]1[CH2:23][CH2:22][O:21][C:19]1=[O:20])([OH:10])=[O:9] |f:1.2.3|. Reported procedure: In 250 ml of water are dissolved 25 g of thiosalicylic acid and 60 g of sodium carbonate. Then, under ice-cooling, 38 g of α-bromo-γ-butyrolactone is added dropwise. The mixture is stirred at room temperature for 3 hours. The reaction mixture is made acidic with dilute hydrochloric acid and the resultant precipitate is recovered by filtration, rinsed with water and recrystallized from ethanol. By the above procedure there is obtained 32.5 g of α-[(2-carboxyphenyl)thio]-γ-butyrolactone as colorle...